describe an organic reaction: reactants, conditions, products, and yield From a dataset of the Open Reaction Database (ORD), a public repository of structured organic reaction records. Procedure: 4-Methoxyphenylacetic acid (50.68 g, 305 mmol) was dissolved in 1.4 L of THF and cooled to -70° C. under a nitrogen atmosphere. 400 mL of 1.6M (640.5 mmol) of n-BuLi in hexane was slowly added. 72.1 g (335.5 mmol) of 2-(3-methoxyphenyl)ethylbromide in 400 mL of THF was slowly added and the reaction allowed to proceed for 1.5 hours. The reaction was allowed to warm to ambient temperature. The reaction was quenched with 500 mL of 0.5N NaOH and heated to 50° C. for one hour and cooled to ambient te... Reaction SMILES: [CH3:1][O:2][C:3]1[CH:8]=[CH:7][C:6]([CH2:9][C:10]([OH:12])=[O:11])=[CH:5][CH:4]=1.[Li]CCCC.[CH3:18][O:19][C:20]1[CH:21]=[C:22]([CH2:26][CH2:27]Br)[CH:23]=[CH:24][CH:25]=1>C1COCC1.CCCCCC>[CH3:1][O:2][C:3]1[CH:4]=[CH:5][C:6]([CH:9]([CH2:27][CH2:26][C:22]2[CH:23]=[CH:24][CH:25]=[C:20]([O:19][CH3:18])[CH:21]=2)[C:10]([OH:12])=[O:11])=[CH:7][CH:8]=1. The product is COC1=CC=C(C=C1)C(C(=O)O)CCC1=CC(=CC=C1)OC (2-(4-methoxyphenyl)-4-(3-methoxyphenyl)butyric acid). Run at temperature -70 celsius, time 1.5 hour. Solvent: CCCCCC (hexane), C1CCOC1 (THF), C1CCOC1 (THF). Reactants: [Li]CCCC (n-BuLi), COC=1C=C(C=CC1)CCBr (2-(3-methoxyphenyl)ethylbromide), COC1=CC=C(C=C1)CC(=O)O (4-Methoxyphenylacetic acid). The reactants are IC1=NNC2=CC=CC(=C12)[N+](=O)[O-] (3-iodo-4-nitro-1H-indazole), Cl.ClCC=1C=NN(C1)CC1=CC=C(C=C1)OC (4-(chloromethyl)-1-(4-methoxybenzyl)-1H-pyrazole hydrochloride), C(=O)([O-])[O-].[K+].[K+] (K2CO3). The solvent is CN(C)C=O (DMF), CCOC(=O)C (EtOAc). Reaction conditions: time 16 hour. The product is hexanes EtOAc, IC1=NN(C2=CC=CC(=C12)[N+](=O)[O-])CC=1C=NN(C1)CC1=CC=C(C=C1)OC (3-iodo-1-((1-(4-methoxybenzyl)-1H-pyrazol-4-yl)methyl)-4-nitro-1H-indazole). Yield: 79.9%. Reaction SMILES: [I:1][C:2]1[C:10]2[C:5](=[CH:6][CH:7]=[CH:8][C:9]=2[N+:11]([O-:13])=[O:12])[NH:4][N:3]=1.Cl.Cl[CH2:16][C:17]1[CH:18]=[N:19][N:20]([CH2:22][C:23]2[CH:28]=[CH:27][C:26]([O:29][CH3:30])=[CH:25][CH:24]=2)[CH:21]=1.C([O-])([O-])=O.[K+].[K+]>CN(C=O)C.CCOC(C)=O>[I:1][C:2]1[C:10]2[C:5](=[CH:6][CH:7]=[CH:8][C:9]=2[N+:11]([O-:13])=[O:12])[N:4]([CH2:16][C:17]2[CH:18]=[N:19][N:20]([CH2:22][C:23]3[CH:28]=[CH:27][C:26]([O:29][CH3:30])=[CH:25][CH:24]=3)[CH:21]=2)[N:3]=1 |f:1.2,3.4.5|. Reported procedure: To 3-iodo-4-nitro-1H-indazole (2.13 g, 7.37 mmol) in DMF (20 mL) was added 4-(chloromethyl)-1-(4-methoxybenzyl)-1H-pyrazole hydrochloride (2.21 g, 8.11 mmol) and K2CO3 (3.06 g, 22.1 mmol). The reaction mixture was stirred for 16 hours. The reaction mixture was diluted with EtOAc, washed with H2O, and brine, and the filtrate was concentrated under reduced pressure. Silica gel chromatography (hexanes/EtOAc 5:1) provided the desired product (2.88 g).